Dataset: the Open Reaction Database (ORD), a public repository of structured organic reaction records. Task: describe an organic reaction: reactants, conditions, products, and yield The reactants are CN(C)c1nc(NCC2CCC(NC(=O)OC(C)(C)C)CC2)nc2ccccc12, ClCCl, O=C(O)C(F)(F)F. Product: CN(C)c1nc(NCC2CCC(N)CC2)nc2ccccc12. As a reaction SMILES: [C:1]([O:2][C:3](=[O:4])[NH:7][CH:8]1[CH2:9][CH2:10][CH:11]([CH2:14][NH:15][c:16]2[n:17][c:18]3[cH:19][cH:20][cH:21][cH:22][c:23]3[c:24]([N:26]([CH3:27])[CH3:28])[n:25]2)[CH2:12][CH2:13]1)([CH3:5])([CH3:6])[CH3:29].[Cl:37][CH2:38][Cl:39].[F:30][C:31]([F:32])([F:33])[C:34]([OH:35])=[O:36]>>[NH2:7][CH:8]1[CH2:9][CH2:10][CH:11]([CH2:14][NH:15][c:16]2[n:17][c:18]3[cH:19][cH:20][cH:21][cH:22][c:23]3[c:24]([N:26]([CH3:27])[CH3:28])[n:25]2)[CH2:12][CH2:13]1. The reactants are ClCC1=NC2=CC=CC=C2C=C1 (2-chloromethyiquinoline), title acid, OC=1C=C(C=CC1)SC1=C(C(=O)OC)C=CC=C1 (methyl 2-(3-hydroxyphenylsulfanyl)benzoate), methyl ester. Product: N1=C(C=CC2=CC=CC=C12)COC=1C=C(C=CC1)SC1=C(C(=O)O)C=CC=C1 (2-(3-(Quinoline-2-ylmethoxy)phenylsulfanyl)benzoic Acid). As a reaction SMILES: Cl[CH2:2][C:3]1[CH:12]=[CH:11][C:10]2[C:5](=[CH:6][CH:7]=[CH:8][CH:9]=2)[N:4]=1.[OH:13][C:14]1[CH:15]=[C:16]([S:20][C:21]2[CH:30]=[CH:29][CH:28]=[CH:27][C:22]=2[C:23]([O:25]C)=[O:24])[CH:17]=[CH:18][CH:19]=1>>[N:4]1[C:5]2[C:10](=[CH:9][CH:8]=[CH:7][CH:6]=2)[CH:11]=[CH:12][C:3]=1[CH2:2][O:13][C:14]1[CH:15]=[C:16]([S:20][C:21]2[CH:30]=[CH:29][CH:28]=[CH:27][C:22]=2[C:23]([OH:25])=[O:24])[CH:17]=[CH:18][CH:19]=1. Procedure details: Using the procedure described in Example 23 starting from 2-chloromethyiquinoline and methyl 2-(3-hydroxyphenylsulfanyl)benzoate, methyl ester of the title acid was obtained as red-brown crystals in nearly quantitative yield, m.p. 52-55° C. An analytical sample was further purified by crystallization from a mixture of ethanol and ether. For C24H19NO3S (401.5) calculated: 71.80% C, 4.77% H, 3.49% N, 7.99% S; found: 71.83% C, 4.76% H, 3.18% N, 7.75% S. Reactants: CCNC(=O)OCC(NC(=O)Cn1nc(-c2ccc(Cl)cc2)n(CC(O)C(F)(F)F)c1=O)c1ccccc1C(F)(F)F, CN(C)c1ccncc1, Cl, c1ccncc1. Product: CCNC(=O)OCC(NC(=O)Cn1nc(-c2ccc(Cl)cc2)n(C=CC(F)(F)F)c1=O)c1ccccc1C(F)(F)F. As a reaction SMILES: [CH2:1]([CH3:2])[NH:3][C:4]([O:5][CH2:6][CH:7]([c:8]1[c:9]([C:14]([F:15])([F:16])[F:17])[cH:10][cH:11][cH:12][cH:13]1)[NH:18][C:19]([CH2:20][n:21]1[n:22][c:23](-[c:34]2[cH:35][cH:36][c:37]([Cl:40])[cH:38][cH:39]2)[n:24]([CH2:27][CH:28]([C:29]([F:30])([F:31])[F:32])[OH:33])[c:25]1=[O:26])=[O:41])=[O:42].[CH3:44][N:45]([c:46]1[cH:47][cH:48][n:49][cH:50][cH:51]1)[CH3:52].[ClH:43].[cH:53]1[cH:54][cH:55][n:56][cH:57][cH:58]1>>[CH2:1]([CH3:2])[NH:3][C:4]([O:5][CH2:6][CH:7]([c:8]1[c:9]([C:14]([F:15])([F:16])[F:17])[cH:10][cH:11][cH:12][cH:13]1)[NH:18][C:19]([CH2:20][n:21]1[n:22][c:23](-[c:34]2[cH:35][cH:36][c:37]([Cl:40])[cH:38][cH:39]2)[n:24]([CH:27]=[CH:28][C:29]([F:30])([F:31])[F:32])[c:25]1=[O:26])=[O:41])=[O:42]. Reactants: C(C)N(C(OC(C)(C)C)=O)CC(=O)N1C2=C(SCC1)C=C(C=C2)[N+](=O)[O-] (tert-butyl ethyl(2-(7-nitro-2H-benzo[b][1,4]thiazin-4(3H)-yl)-2-oxoethyl)carbamate), B.C1CCOC1 (borane THF). Run in O1CCCC1 (tetrahydrofuran). Reaction conditions: time 3 hour. Product: C(C)N(C(OC(C)(C)C)=O)CCN1C2=C(SCC1)C=C(C=C2)[N+](=O)[O-] (tert-Butyl ethyl(2-(7-nitro-2H-benzo[b][1,4]thiazin-4(3H)-yl)ethyl)carbamate). Isolated yield 64.0%. RXN SMILES: [CH2:1]([N:3]([CH2:11][C:12]([N:14]1[CH2:19][CH2:18][S:17][C:16]2[CH:20]=[C:21]([N+:24]([O-:26])=[O:25])[CH:22]=[CH:23][C:15]1=2)=O)[C:4](=[O:10])[O:5][C:6]([CH3:9])([CH3:8])[CH3:7])[CH3:2].B.C1COCC1>O1CCCC1>[CH2:1]([N:3]([CH2:11][CH2:12][N:14]1[CH2:19][CH2:18][S:17][C:16]2[CH:20]=[C:21]([N+:24]([O-:26])=[O:25])[CH:22]=[CH:23][C:15]1=2)[C:4](=[O:10])[O:5][C:6]([CH3:9])([CH3:7])[CH3:8])[CH3:2] |f:1.2|. Reported procedure: A solution of tert-butyl ethyl(2-(7-nitro-2H-benzo[b][1,4]thiazin-4(3H)-yl)-2-oxoethyl)carbamate (0.8 g, 2.097 mmol) in anhydrous tetrahydrofuran (5 mL) was treated with borane-THF complex (1M in THF; 6.29 mL, 6.29 mmol) and stirred at room temperature for 3 hours. The reaction was quenched dropwise with methanol (10 mL) and then concentrated. The crude residue was diluted with methanol (25 mL) and refluxed for 10 minutes. The mixture was then concentrated, and the residue was subjected to colum... The reactants are [Br-], C[Mg+], C[Si](C)(C)CCOCn1cc2cc(F)cc(C=O)c2n1, C1CCOC1. The product is CC(O)c1cc(F)cc2cn(COCC[Si](C)(C)C)nc12. Reaction SMILES: [Br-:21].[CH3:22][Mg+:23].[F:1][c:2]1[cH:3][c:4]2[cH:5][n:6]([CH2:13][O:14][CH2:15][CH2:16][Si:17]([CH3:18])([CH3:19])[CH3:20])[n:7][c:8]2[c:9]([CH:11]=[O:12])[cH:10]1.[O:24]1[CH2:25][CH2:26][CH2:27][CH2:28]1>>[F:1][c:2]1[cH:3][c:4]2[cH:5][n:6]([CH2:13][O:14][CH2:15][CH2:16][Si:17]([CH3:18])([CH3:19])[CH3:20])[n:7][c:8]2[c:9]([CH:11]([OH:12])[CH3:22])[cH:10]1. The reactants are CC1CN(CC(C1)C)S(=O)(=O)C1=CC=2C(C3=CC(=CC=C3N(C2C=C1)C)S(=O)(=O)N1CC(CC(C1)C)C)=O (2,7-bis(3,5-dimethylpiperidin-1-ylsulfonyl)-10-methylacridin-9(10H)-one), COC=1C=CC(=CC1)P2(=S)SP(=S)(S2)C=3C=CC(=CC3)OC (Lawesson's reagent). Solvent: C1(=CC=CC=C1)C (toluene). The product is CC1CN(CC(C1)C)S(=O)(=O)C1=CC=2C(C3=CC(=CC=C3N(C2C=C1)C)S(=O)(=O)N1CC(CC(C1)C)C)=S (2,7-bis(3,5-dimethylpiperidin-1-ylsulfonyl)-10-methylacridine-9(10H)-thione). The yield is 86.8%. Reaction SMILES: [CH3:1][CH:2]1[CH2:7][CH:6]([CH3:8])[CH2:5][N:4]([S:9]([C:12]2[CH:25]=[CH:24][C:23]3[N:22]([CH3:26])[C:21]4[C:16](=[CH:17][C:18]([S:27]([N:30]5[CH2:35][CH:34]([CH3:36])[CH2:33][CH:32]([CH3:37])[CH2:31]5)(=[O:29])=[O:28])=[CH:19][CH:20]=4)[C:15](=O)[C:14]=3[CH:13]=2)(=[O:11])=[O:10])[CH2:3]1.COC1C=CC(P2(SP(C3C=CC(OC)=CC=3)(=S)S2)=[S:48])=CC=1>C1(C)C=CC=CC=1>[CH3:1][CH:2]1[CH2:7][CH:6]([CH3:8])[CH2:5][N:4]([S:9]([C:12]2[CH:25]=[CH:24][C:23]3[N:22]([CH3:26])[C:21]4[C:16](=[CH:17][C:18]([S:27]([N:30]5[CH2:35][CH:34]([CH3:36])[CH2:33][CH:32]([CH3:37])[CH2:31]5)(=[O:29])=[O:28])=[CH:19][CH:20]=4)[C:15](=[S:48])[C:14]=3[CH:13]=2)(=[O:11])=[O:10])[CH2:3]1. Reported procedure: A mixture of compound 11-4 (560 mg, 1 mmole), anhydrous toluene (10 mL) and Lawesson's reagent (820 mg, 2 mmole) was refluxed for 4 hrs. Toluene was removed by evaporation. To the residue methanol (20 mL) was added, stirred for few minutes at room temperature and the product was collected by filtration and dried to give 500 mg of the title compound. MS 576 (MH+). The reactants are [Br-], C[Si](C)(C)Cl, C[SiH](C)O[SiH](C)C, CC#N, COc1ccc(C=O)cc1OCC1CC1, [Li+], N#C[Na], O. Product: COc1ccc(CC#N)cc1OCC1CC1. As a reaction SMILES: [Br-:17].[CH3:18][Si:19]([Cl:20])([CH3:21])[CH3:22].[CH3:23][SiH:24]([CH3:25])[O:26][SiH:27]([CH3:28])[CH3:29].[CH3:34][C:35]#[N:36].[CH:1]1([CH2:4][O:5][c:6]2[cH:7][c:8]([CH:9]=[O:10])[cH:11][cH:12][c:13]2[O:14][CH3:15])[CH2:2][CH2:3]1.[Li+:16].[Na:30][C:31]#[N:32].[OH2:33]>>[CH:1]1([CH2:4][O:5][c:6]2[cH:7][c:8]([CH2:9][C:31]#[N:32])[cH:11][cH:12][c:13]2[O:14][CH3:15])[CH2:2][CH2:3]1.